Dataset: the Open Reaction Database (ORD), a public repository of structured organic reaction records. Task: describe an organic reaction: reactants, conditions, products, and yield Starting materials: CC(C)(C)OC(=O)N1CCNCC1, CC(=O)O[BH-](OC(C)=O)OC(C)=O, Cn1cnc(C=O)c1, CCOC(C)=O, CC(C)[O-], CC(C)[O-], CC(C)[O-], ClCCl, Cl[Ti+3], N, [Na+]. Yields the product Cn1cnc(CN2CCN(C(=O)OC(C)(C)C)CC2)c1. RXN SMILES: [C:1](=[O:2])([O:3][C:4]([CH3:5])([CH3:6])[CH3:7])[N:8]1[CH2:9][CH2:10][NH:11][CH2:12][CH2:13]1.[C:22]([O:23][BH-:24]([O:25][C:26](=[O:27])[CH3:28])[O:29][C:30](=[O:31])[CH3:32])(=[O:33])[CH3:34].[CH3:14][n:15]1[cH:16][n:17][c:18]([CH:20]=[O:21])[cH:19]1.[CH3:40][CH2:41][O:42][C:43]([CH3:44])=[O:45].[CH3:46][CH:47]([CH3:48])[O-:49].[CH3:50][CH:51]([CH3:52])[O-:53].[CH3:54][CH:55]([CH3:56])[O-:57].[Cl:37][CH2:38][Cl:39].[Cl:58][Ti+3:59].[NH3:36].[Na+:35]>>[C:1](=[O:2])([O:3][C:4]([CH3:5])([CH3:6])[CH3:7])[N:8]1[CH2:9][CH2:10][N:11]([CH2:20][c:18]2[n:17][cH:16][n:15]([CH3:14])[cH:19]2)[CH2:12][CH2:13]1. Reactants: COC(C(CC1=CC=CC=C1)NS(=O)(=O)C1=CC=C(C=C1)Cl)=O (2-(4-Chloro-benzenesulfonylamino)-3-phenyl-propionic acid methyl ester), solution, N (ammonia). Run in CO (methanol). Conditions: temperature 65 celsius. The product is ClC1=CC=C(C=C1)S(=O)(=O)NC(C(=O)N)CC1=CC=CC=C1 (2-(4-Chloro-benzenesulfonylamino)-3-phenyl-propionamide). RXN SMILES: C[O:2][C:3](=O)[CH:4]([NH:12][S:13]([C:16]1[CH:21]=[CH:20][C:19]([Cl:22])=[CH:18][CH:17]=1)(=[O:15])=[O:14])[CH2:5][C:6]1[CH:11]=[CH:10][CH:9]=[CH:8][CH:7]=1.[NH3:24]>CO>[Cl:22][C:19]1[CH:20]=[CH:21][C:16]([S:13]([NH:12][CH:4]([CH2:5][C:6]2[CH:11]=[CH:10][CH:9]=[CH:8][CH:7]=2)[C:3]([NH2:24])=[O:2])(=[O:15])=[O:14])=[CH:17][CH:18]=1. Procedure: To 2-(4-Chloro-benzenesulfonylamino)-3-phenyl-propionic acid methyl ester (750 mg) is added 10 mL of a 1.0 M solution of ammonia in methanol. The reaction is heated for 48 h at 65° C., cooled to room temperature, and the solvent removed. The resultant solid is first triturated with ethyl acetate, filtered, and then triturated with methylene chloride to provide the title compound. 1HNMR (400 MHz, CD3OD) 2.70 (dd, 1H, J=14.0 Hz and 9.6 Hz), 3.01 (dd, 1H, J=14.0 Hz and 5.4 Hz), 3.95 (dd, 1H, J=9.0 ... Reactants: [Li+].CCC[CH2-] (N-butyllithium), ClC1=C(N)C(=CC(=C1)Cl)Cl (2,4,6-trichloroaniline), CC1=NC=2N(C(=C1)C)N=C(N2)S(=O)(=O)Cl (5,7-dimethyl-1,2,4-triazolo[1,5-a]pyrimidine-2-sulfonyl chloride), resultant solution. Run in CCCCCC (hexane), C1CCOC1 (THF), C1CCOC1 (THF). Reaction conditions: temperature -78 celsius, time 30 minute. The product is CC1=NC=2N(C(=C1)C)N=C(N2)S(=O)(=O)NC2=C(C=C(C=C2Cl)Cl)Cl (5,7-dimethyl-N-(2,4,6-trichlorophenyl)-1,2,4-triazolo[1,5-a]pyrimidine-2-sulfonamide). The yield is 21.2%. RXN SMILES: [Li+].CCC[CH2-].[Cl:6][C:7]1[CH:13]=[C:12]([Cl:14])[CH:11]=[C:10]([Cl:15])[C:8]=1[NH2:9].[CH3:16][C:17]1[CH:22]=[C:21]([CH3:23])[N:20]2[N:24]=[C:25]([S:27](Cl)(=[O:29])=[O:28])[N:26]=[C:19]2[N:18]=1>CCCCCC.C1COCC1>[CH3:16][C:17]1[CH:22]=[C:21]([CH3:23])[N:20]2[N:24]=[C:25]([S:27]([NH:9][C:8]3[C:7]([Cl:6])=[CH:13][C:12]([Cl:14])=[CH:11][C:10]=3[Cl:15])(=[O:28])=[O:29])[N:26]=[C:19]2[N:18]=1 |f:0.1|. Procedure details: A solution (10.7 ml, 17.1 mmol) of 1.60M N-butyllithium in hexane was added to a solution of 3.20 g (16.3 mmol) of 2,4,6-trichloroaniline in 20 ml of dry THF cooled to -78° C. The resultant solution was then allowed to warm to room temperature. This solution was added to a solution of 2.00 g (8.11 mmol) of 5,7-dimethyl-1,2,4-triazolo[1,5-a]pyrimidine-2-sulfonyl chloride in 30 ml of dry THF cooled to -10° C. The temperature of the reaction mixture was maintained between -13° C. and -9° C. during ... Reactants: OO (hydrogen peroxide), ClCCCSC1=CC=CC=2C(C(=C(OC21)C2=CC=CC=C2)C)=O (8-(3-Chloropropylthio)-3-methyl-4-oxo-2-phenyl-4H-1-benzopyran), C(C)(=O)O (acetic acid), O (water). Conditions: temperature 60 celsius, time 4 hour. Yields the product ClCCCS(=O)(=O)C1=CC=CC=2C(C(=C(OC21)C2=CC=CC=C2)C)=O (8-(3-Chloropropylsulfonyl)-3-methyl-4-oxo-2-phenyl-4H-1-benzopyran). Reaction SMILES: OO.[Cl:3][CH2:4][CH2:5][CH2:6][S:7][C:8]1[C:17]2[O:16][C:15]([C:18]3[CH:23]=[CH:22][CH:21]=[CH:20][CH:19]=3)=[C:14]([CH3:24])[C:13](=[O:25])[C:12]=2[CH:11]=[CH:10][CH:9]=1.[OH2:26].C(O)(=[O:29])C>>[Cl:3][CH2:4][CH2:5][CH2:6][S:7]([C:8]1[C:17]2[O:16][C:15]([C:18]3[CH:23]=[CH:22][CH:21]=[CH:20][CH:19]=3)=[C:14]([CH3:24])[C:13](=[O:25])[C:12]=2[CH:11]=[CH:10][CH:9]=1)(=[O:29])=[O:26]. Reported procedure: 7 ml of 30% hydrogen peroxide was added at 20°-25° C. to a solution of 3.65 g of Intermediate XXXIV in 35 ml of acetic acid. After stirring for 4 hours at 60° C., the reaction mixture was cooled to 20°-25° C. 30 ml of water was added. A precipitate formed, and was collected by suction filtration, washed with water and dried, yielding 3.4 g of the title compound. After crystallization from acetone, it showed a melting point of 160°-163° C.